The task is: describe an organic reaction: reactants, conditions, products, and yield. This data is from the Open Reaction Database (ORD), a public repository of structured organic reaction records. Reactants: ClC=1C(=CC(=NC1)F)C1=NC(=CC=C1)NCC1CCOCC1 (5′-chloro-2′-fluoro-N-((tetrahydro-2H-pyran-4-yl)methyl)-2,4′-bipyridin-6-amine), N[C@@H]1CC[C@H](CC1)N (trans-1,4-diaminocyclohexane). Run in O (water), CS(=O)C (DMSO). Reaction conditions: temperature 110 celsius, time 19 hour. The product is N[C@@H]1CC[C@H](CC1)NC1=NC=C(C(=C1)C1=NC(=CC=C1)NCC1CCOCC1)Cl (N2′-(trans-4-aminocyclohexyl)-5′-chloro-N6-((tetrahydro-2H-pyran-4-yl)methyl)-2,4′-bipyridine-2′,6-diamine). Yield: 93.1%. As a reaction SMILES: [Cl:1][C:2]1[C:3]([C:9]2[CH:14]=[CH:13][CH:12]=[C:11]([NH:15][CH2:16][CH:17]3[CH2:22][CH2:21][O:20][CH2:19][CH2:18]3)[N:10]=2)=[CH:4][C:5](F)=[N:6][CH:7]=1.[NH2:23][C@H:24]1[CH2:29][CH2:28][C@H:27]([NH2:30])[CH2:26][CH2:25]1>CS(C)=O.O>[NH2:23][C@H:24]1[CH2:29][CH2:28][C@H:27]([NH:30][C:5]2[CH:4]=[C:3]([C:9]3[CH:14]=[CH:13][CH:12]=[C:11]([NH:15][CH2:16][CH:17]4[CH2:22][CH2:21][O:20][CH2:19][CH2:18]4)[N:10]=3)[C:2]([Cl:1])=[CH:7][N:6]=2)[CH2:26][CH2:25]1. Procedure details: To a solution of 5′-chloro-2′-fluoro-N-((tetrahydro-2H-pyran-4-yl)methyl)-2,4′-bipyridin-6-amine (500 mg, 1.55 mmol) in DMSO (7 mL) was added trans-1,4-diaminocyclohexane (710 mg, 6.22 mmol). The mixture was stirred at 110° C. for 19 hr. The cooled reaction mixture was diluted with water and extracted with ethyl acetate. The combined extracts were washed sequentially with water and brine, dried over sodium sulfate, filtered, and concentrated to give 600 mg of N2′-(trans-4-aminocyclohexyl)-5′-chl... The reactants are CC1(CCN(C2=C(S1)C=CC(=C2)C(=O)OC)S(=O)(=O)C2=CC=CC=C2)C (methyl 2,2-dimethyl-5-(phenylsulfonyl)-2,3,4,5-tetrahydrobenzo[b][1,4]thiazepine-7-carboxylate), [OH-].[Li+] (lithium hydroxide). The solvent is C1CCOC1 (THF), CO (MeOH), O (water). Conditions: time 8 hour. Yields the product CC1(CCN(C2=C(S1)C=CC(=C2)C(=O)O)S(=O)(=O)C2=CC=CC=C2)C (2,2-dimethyl-5-(phenylsulfonyl)-2,3,4,5-tetrahydrobenzo[b][1,4]thiazepine-7-carboxylic acid). Yield: 100.0%. RXN SMILES: [CH3:1][C:2]1([CH3:26])[S:8][C:7]2[CH:9]=[CH:10][C:11]([C:13]([O:15]C)=[O:14])=[CH:12][C:6]=2[N:5]([S:17]([C:20]2[CH:25]=[CH:24][CH:23]=[CH:22][CH:21]=2)(=[O:19])=[O:18])[CH2:4][CH2:3]1.[OH-].[Li+]>C1COCC1.CO.O>[CH3:1][C:2]1([CH3:26])[S:8][C:7]2[CH:9]=[CH:10][C:11]([C:13]([OH:15])=[O:14])=[CH:12][C:6]=2[N:5]([S:17]([C:20]2[CH:25]=[CH:24][CH:23]=[CH:22][CH:21]=2)(=[O:18])=[O:19])[CH2:4][CH2:3]1 |f:1.2|. Reported procedure: To a solution of methyl 2,2-dimethyl-5-(phenylsulfonyl)-2,3,4,5-tetrahydrobenzo[b][1,4]thiazepine-7-carboxylate (450 mg, 1.149 mmol) in THF (10 mL), MeOH (10.00 mL) and water (10.00 mL) was added lithium hydroxide (55.1 mg, 2.299 mmol). The reaction was allowed to stir at room temperature for 8 h. The solvent was removed under reduced pressure. The aqueous solution was acidified with 1 N HCl (10 mL), which resulted in the formation of a white solid. The mixture was washed with EtOAc (3×30 mL) an... Starting materials: C1CC(=O)N(C1=O)Br (NBS), C1CC(=O)N(C1=O)Br (NBS), O.O.C(C)(=O)[O-].[Li+] (lithium acetate dihydrate), C1CC(=O)N(C1=O)Br (NBS), FC1=C(C=CC(=C1)F)C=1C2=C(C=NN1)C=C(C(N2C)=O)C(=O)O (8-(2,4-Difluorophenyl)-1-methyl-2-oxo-1,2-dihydropyrido[3,2-d]pyridazine-3-carboxylic acid), C1CCOC1 (THF), FC1=C(C=CC(=C1)F)C=1C2=C(C=NN1)C=C(C(N2C)=O)C(=O)O (8-(2,4-Difluorophenyl)-1-methyl-2-oxo-1,2-dihydropyrido[3,2-d]pyridazine-3-carboxylic acid), C1CCOC1 (THF), O.O.C(C)(=O)[O-].[Li+] (lithium acetate dihydrate). Solvent: O (water), O (H2O), O (H2O). RXN SMILES: [F:1][C:2]1[CH:7]=[C:6]([F:8])[CH:5]=[CH:4][C:3]=1[C:9]1[C:10]2[N:18]([CH3:19])[C:17](=[O:20])[C:16](C(O)=O)=[CH:15][C:11]=2[CH:12]=[N:13][N:14]=1.C1COCC1.O.O.C([O-])(=O)C.[Li+].C1C(=O)N([Br:43])C(=O)C1>O>[Br:43][C:16]1[C:17](=[O:20])[N:18]([CH3:19])[C:10]2[C:9]([C:3]3[CH:4]=[CH:5][C:6]([F:8])=[CH:7][C:2]=3[F:1])=[N:14][N:13]=[CH:12][C:11]=2[CH:15]=1 |f:2.3.4.5|. Product: BrC1=CC=2C=NN=C(C2N(C1=O)C)C1=C(C=C(C=C1)F)F (3-bromo-8-(2,4-difluorophenyl)-1-methylpyrido[3,2-d]pyridazin-2(1H)-one). Conditions: temperature 55 celsius. Reported procedure: To a suspension of 8-(2,4-difluorophenyl)-1-methyl-2-oxo-1,2-dihydropyrido[3,2-d]pyridazine-3-carboxylic acid (7) (1.00 g, 3.15 mmol) in 10:1 THF:H2O (11 mL), stirred at 55° C., was added lithium acetate dihydrate (67 mg, 0.66 mmol). The mixture was stirred at 55° C. and treated with NBS (1.51 g, 8.48 mmol) in three equal portions at 30 min intervals. After addition of NBS was complete, the reaction mixture was stirred an additional 1 h at 55° C. In a separate flask, a suspension of 8-(2,4-diflu... Starting materials: C(C)(C)N(C(C)C)CC (N,N-diisopropylethylamine), Cl.N[C@H](C(=O)NC1=NN(C=C1)CC(C)(C)O)CC1OCCCC1 ((S)-2-amino-N-[1-(2-hydroxy-2-methyl-propyl)-1H-pyrazol-3-yl]-3-(tetrahydropyran-2-yl)-propionamide hydrochloride), C1(CCCCC1)C[C@@H](C(=O)NC1=NN(C=C1)CC(C)(C)O)N1C(C=C(C1)OC1=C(C=CC=C1F)F)=O ((S)-3-cyclohexyl-2-[4-(2,6-difluoro-phenoxy)-2-oxo-2,5-dihydro-pyrrol-1-yl]-N-[1-(2-hydroxy-2-methyl-propyl)-1H-pyrazol-3-yl]-propionamide). Solvent: CO (methanol). The product is FC1=C(OC2=CC(N(C2)[C@H](C(=O)NC2=NN(C=C2)CC(C)(C)O)CC2OCCCC2)=O)C(=CC=C1)F ((S)-2-[4-(2,6-difluoro-phenoxy)-2-oxo-2,5-dihydro-pyrrol-1-yl]-N-[1-(2-hydroxy-2-methyl-propyl)-1H-pyrazol-3-yl]-3-(tetrahydro-pyran-2-yl)-propionamide). The yield is 29.0%. RXN SMILES: Cl.[NH2:2][C@@H:3]([CH2:17][CH:18]1[CH2:23][CH2:22][CH2:21][CH2:20][O:19]1)[C:4]([NH:6][C:7]1[CH:11]=[CH:10][N:9]([CH2:12][C:13]([OH:16])([CH3:15])[CH3:14])[N:8]=1)=[O:5].C(N(CC)C(C)C)(C)C.C1(C[C@H](N2[CH2:58][C:57]([O:59][C:60]3[C:65]([F:66])=[CH:64][CH:63]=[CH:62][C:61]=3[F:67])=[CH:56][C:55]2=[O:68])C(NC2C=CN(CC(O)(C)C)N=2)=O)CCCCC1>CO>[F:66][C:65]1[CH:64]=[CH:63][CH:62]=[C:61]([F:67])[C:60]=1[O:59][C:57]1[CH2:58][N:2]([C@@H:3]([CH2:17][CH:18]2[CH2:23][CH2:22][CH2:21][CH2:20][O:19]2)[C:4]([NH:6][C:7]2[CH:11]=[CH:10][N:9]([CH2:12][C:13]([OH:16])([CH3:14])[CH3:15])[N:8]=2)=[O:5])[C:55](=[O:68])[CH:56]=1 |f:0.1|. Procedure: (S)-2-amino-N-[1-(2-hydroxy-2-methyl-propyl)-1H-pyrazol-3-yl]-3-(tetrahydropyran-2-yl)-propionamide hydrochloride (prepared as in Example 92, 300 mg, 0.78 mmol) was dissolved in methanol (5 mL) and N,N-diisopropylethylamine (0.5 mL) was added. The mixture was evaporated to dryness. The residue was dissolved acetonitrile (8 mL). To this solution was added (E)-4-bromo-3-(2,6-difluoro-phenoxy)-but-2-enoic acid ethyl ester (prepared as in Example 36, 296 mg, 0.92 mmol). The mixture was refluxed for ... Reactants: CS(=O)(=O)Cl (Methanesulfonyl chloride), Cl (hydrochloric acid), NC1=CC=C(C(=O)C2=CC=CC=C2)C=C1 (4-aminobenzophenone), N1=CC=CC=C1 (pyridine). The solvent is O (water). Run at temperature 90 celsius, time 4 hour. Yields the product C(C1=CC=CC=C1)(=O)C1=CC=C(NS(=O)(=O)C)C=C1 (4'-Benzoylmethanesulfonanilide). Yield: 83.0%. Reaction SMILES: [CH3:1][S:2](Cl)(=[O:4])=[O:3].[NH2:6][C:7]1[CH:20]=[CH:19][C:10]([C:11]([C:13]2[CH:18]=[CH:17][CH:16]=[CH:15][CH:14]=2)=[O:12])=[CH:9][CH:8]=1.N1C=CC=CC=1.Cl>O>[C:11]([C:10]1[CH:9]=[CH:8][C:7]([NH:6][S:2]([CH3:1])(=[O:4])=[O:3])=[CH:20][CH:19]=1)(=[O:12])[C:13]1[CH:14]=[CH:15][CH:16]=[CH:17][CH:18]=1. Procedure: Methanesulfonyl chloride (35.0 g., 0.305 mole) is added dropwise over a 20 min. period with stirring to a solution of 4-aminobenzophenone (60.2 g., 0.305 mole) in 475 ml. of pyridine cooled at 0°-10°C. After the addition is completed, stirring at 0°-10°C. is continued for 4 hrs., and then for an additional 12 hrs. at room temperature. The solution is then heated to 90°C. for 1 hr., allowed to cool, poured into 1.0.1. of water, and then acidified with concentrated hydrochloric acid to pH 1.0. The...